Dataset: the Open Reaction Database (ORD), a public repository of structured organic reaction records. Task: describe an organic reaction: reactants, conditions, products, and yield The reactants are OC1=CC=C(C(=O)C2=CC=CC=C2)C=C1 (4-hydroxybenzophenone), [OH-].[Na+] (NaOH), ClC1=C(C#N)C=C(C=C1)[N+](=O)[O-] (2-chloro-5-nitrobenzonitrile), [OH-].[Na+] (NaOH), O (water). Solvent: CS(=O)C (DMSO). Run at temperature 60 celsius. Yields the product C(C1=CC=CC=C1)(=O)C1=CC=C(OC2=C(C#N)C=C(C=C2)[N+](=O)[O-])C=C1 (2-(4-Benzoylphenoxy)-5-nitrobenzonitrile). The yield is 94.1%. Reaction SMILES: [OH:1][C:2]1[CH:15]=[CH:14][C:5]([C:6]([C:8]2[CH:13]=[CH:12][CH:11]=[CH:10][CH:9]=2)=[O:7])=[CH:4][CH:3]=1.[OH-].[Na+].Cl[C:19]1[CH:26]=[CH:25][C:24]([N+:27]([O-:29])=[O:28])=[CH:23][C:20]=1[C:21]#[N:22].O>CS(C)=O>[C:6]([C:5]1[CH:4]=[CH:3][C:2]([O:1][C:19]2[CH:26]=[CH:25][C:24]([N+:27]([O-:29])=[O:28])=[CH:23][C:20]=2[C:21]#[N:22])=[CH:15][CH:14]=1)(=[O:7])[C:8]1[CH:13]=[CH:12][CH:11]=[CH:10][CH:9]=1 |f:1.2|. Procedure details: To a solution of 11.4 g (0.0575 moles) of 4-hydroxybenzophenone dissolved in 150 ml of DMSO was added 2.3 g (0.0575 moles) of NaOH. The mixture was heated to 60° C. and 10.0 g (0.0548 moles) of 2-chloro-5-nitrobenzonitrile was added and the mixture heated at 75° C. for 3 hrs. The reaction mixture was cooled and poured into a solution of 100 ml of 2 N aqueous NaOH and 700 ml of water. The product was collected by filtration, washed well with water and dried to obtain 17.75 g of product (89.6% yie... The reactants are ClC1=NC(=CC(=C1)I)Cl (2,6-dichloro-4-iodopyridine), N1=CC(=CC=C1)B1OC(C)(C)C(C)(C)O1 (3-pyridylboronic acid pinacol ester), C1(CCCCC1)P(C1CCCCC1)C1CCCCC1 (PCy3), C(C)#N (acetonitrile), [O-]P(=O)([O-])[O-].[K+].[K+].[K+] (K3PO4), C(CC(O)(C(=O)O)CC(=O)O)(=O)O (citric acid). Reagents/catalysts: C=1C=CC(=CC1)/C=C/C(=O)/C=C/C2=CC=CC=C2.C=1C=CC(=CC1)/C=C/C(=O)/C=C/C2=CC=CC=C2.C=1C=CC(=CC1)/C=C/C(=O)/C=C/C2=CC=CC=C2.[Pd].[Pd] (Pd2(dba)3). The solvent is [Cl-].[Na+].O (Brine). Yields the product ClC1=NC(=CC(=C1)C=1C=NC=CC1)Cl (2′,6′-dichloro-3,4′-bipyridine). Isolated yield 92.1%. As a reaction SMILES: [Cl:1][C:2]1[CH:7]=[C:6](I)[CH:5]=[C:4]([Cl:9])[N:3]=1.[N:10]1[CH:15]=[CH:14][CH:13]=[C:12](B2OC(C)(C)C(C)(C)O2)[CH:11]=1.C1(P(C2CCCCC2)C2CCCCC2)CCCCC1.C(#N)C.[O-]P([O-])([O-])=O.[K+].[K+].[K+].C(O)(=O)CC(CC(O)=O)(C(O)=O)O>[Cl-].[Na+].O.C1C=CC(/C=C/C(/C=C/C2C=CC=CC=2)=O)=CC=1.C1C=CC(/C=C/C(/C=C/C2C=CC=CC=2)=O)=CC=1.C1C=CC(/C=C/C(/C=C/C2C=CC=CC=2)=O)=CC=1.[Pd].[Pd]>[Cl:1][C:2]1[CH:7]=[C:6]([C:12]2[CH:11]=[N:10][CH:15]=[CH:14][CH:13]=2)[CH:5]=[C:4]([Cl:9])[N:3]=1 |f:4.5.6.7,9.10.11,12.13.14.15.16|. Procedure details: 2,6-dichloro-4-iodopyridine (500 mg, 1.77082 mmol), 3-pyridylboronic acid pinacol ester (487 mg, 1.3 equiv., 2.30207 mmol), PCy3 (112 mg, 0.22 equiv., 0.389581 mmol), and Pd2(dba)3 (84 mg, 0.050 equiv., 0.0885411 mmol) were mixed in acetonitrile (13 mL, 140 equiv., 247.915 mmol) and K3PO4 (1.27 M, 1.95 mL, 1.4 equiv., 2.47915 mmol), and the reaction was kept at 110° C. for 2 h. Brine and 10% citric acid was used to adjust the pH around 8. The mixture was extracted with EtOAc three times. After e... Reactants: CC12CCC(C3(OC4=C(C31C)C=C(C=C4)C(C4=CC=C(C=C4)CO)O)C)C2 (4-[(1,2,3,4-tetrahydro-1,4a,9b-trimethyl-1,4-methanodibenzofuran-8-yl)hydroxymethyl]phenylcarbinol), [Cr](=O)(=O)([O-])Cl.[NH+]1=CC=CC=C1 (pyridinium chlorochromate), CCCCCC.C(Cl)Cl (hexane CH2Cl2). Solvent: C(Cl)Cl (CH2Cl2). Conditions: time 3 hour. Yields the product CC12CCC(C3(OC4=C(C31C)C=C(C=C4)C(=O)C4=CC=C(C=O)C=C4)C)C2 (4-[(1,2,3,4-tetrahydro-1,4a,9b-trimethyl-1,4-methanodibenzofuran-8-yl)carbonyl]benzaldehyde). Yield: 65.3%. RXN SMILES: [CH3:1][C:2]12[CH2:27][CH:5]([C:6]3([CH3:26])[C:10]1([CH3:11])[C:9]1[CH:12]=[C:13]([CH:16]([OH:25])[C:17]4[CH:22]=[CH:21][C:20]([CH2:23][OH:24])=[CH:19][CH:18]=4)[CH:14]=[CH:15][C:8]=1[O:7]3)[CH2:4][CH2:3]2.[Cr](Cl)([O-])(=O)=O.[NH+]1C=CC=CC=1.CCCCCC.C(Cl)Cl>C(Cl)Cl>[CH3:1][C:2]12[CH2:27][CH:5]([C:6]3([CH3:26])[C:10]1([CH3:11])[C:9]1[CH:12]=[C:13]([C:16]([C:17]4[CH:18]=[CH:19][C:20]([CH:23]=[O:24])=[CH:21][CH:22]=4)=[O:25])[CH:14]=[CH:15][C:8]=1[O:7]3)[CH2:4][CH2:3]2 |f:1.2,3.4|. Procedure: 3.1 g (8.5 mmol) of the diol obtained in Example 10, in solution in 60 ml of CH2Cl2, were treated with 5.5 g of pyridinium chlorochromate. The reaction mixture was maintained under stirring at room temperature for 3 hours. The reaction mixture was then filtered through Celite. The organic phase was washed with a saturated ammonium chloride solution, rinsed with water, dried and evaporated to yield, after chromatography on silica in a CH2Cl2 /hexane (9/1) eluent mixture, 2 g (66%) of the expected... Reactants: C1CCOC1, SC1CCCC1, CCOC(=O)c1c(C(F)(F)F)nc(C(F)F)c(C(=O)OC)c1Cl, [H-], [Na+]. Product: CCOC(=O)c1c(C(F)(F)F)nc(C(F)F)c(C(=O)OC)c1SC1CCCC1. As a reaction SMILES: [CH2:32]1[O:33][CH2:34][CH2:35][CH2:36]1.[CH:24]1([SH:29])[CH2:25][CH2:26][CH2:27][CH2:28]1.[F:1][CH:2]([c:3]1[c:4]([C:19](=[O:20])[O:21][CH3:22])[c:5]([Cl:18])[c:6]([C:13](=[O:14])[O:15][CH2:16][CH3:17])[c:7]([C:9]([F:10])([F:11])[F:12])[n:8]1)[F:23].[H-:31].[Na+:30]>>[F:1][CH:2]([c:3]1[c:4]([C:19](=[O:20])[O:21][CH3:22])[c:5]([S:29][CH:24]2[CH2:25][CH2:26][CH2:27][CH2:28]2)[c:6]([C:13](=[O:14])[O:15][CH2:16][CH3:17])[c:7]([C:9]([F:10])([F:11])[F:12])[n:8]1)[F:23]. The product is CC(C)(C)OC(=O)N1CCC(=Cc2cccc(Oc3ccc(N4CCCC4)cn3)c2)CC1. Reactants: CC(C)(C)OC(=O)N1CCC(=Cc2cccc(Oc3ccc(Br)cn3)c2)CC1, CC(=O)[O-], CC(=O)[O-], C1CCNC1, CC(C)(C)[O-], Cc1ccccc1, [Na+], [Pd+2]. RXN SMILES: [Br:7][c:8]1[cH:9][cH:10][c:11]([O:14][c:15]2[cH:16][c:17]([CH:18]=[C:19]3[CH2:20][CH2:21][N:22]([C:25](=[O:26])[O:27][C:28]([CH3:29])([CH3:30])[CH3:31])[CH2:23][CH2:24]3)[cH:32][cH:33][cH:34]2)[n:12][cH:13]1.[C:47]([O-:48])(=[O:49])[CH3:50].[C:52]([O-:53])(=[O:54])[CH3:55].[CH2:35]1[CH2:36][CH2:37][NH:38][CH2:39]1.[CH3:1][C:2]([CH3:3])([O-:4])[CH3:5].[CH3:40][c:41]1[cH:42][cH:43][cH:44][cH:45][cH:46]1.[Na+:6].[Pd+2:51]>>[c:8]1([N:38]2[CH2:37][CH2:36][CH2:35][CH2:39]2)[cH:9][cH:10][c:11]([O:14][c:15]2[cH:16][c:17]([CH:18]=[C:19]3[CH2:20][CH2:21][N:22]([C:25](=[O:26])[O:27][C:28]([CH3:29])([CH3:30])[CH3:31])[CH2:23][CH2:24]3)[cH:32][cH:33][cH:34]2)[n:12][cH:13]1. As a reaction SMILES: [O:1]=[c:2]1[n:3]([CH2:28][CH2:29][CH3:30])[c:4](=[O:27])[c:5]2[nH:6][c:7]([C:14]34[CH2:15][CH2:16][C:17]([CH:22]=[CH:23][C:24](=[O:25])[OH:26])([CH2:18][CH2:19]3)[CH2:20][CH2:21]4)[n:8][c:9]2[n:10]1[CH2:11][CH2:12][CH3:13].[O:31]1[CH2:32][CH2:33][CH2:34][CH2:35]1.[OH2:36]>>[O:1]=[c:2]1[n:3]([CH2:28][CH2:29][CH3:30])[c:4](=[O:27])[c:5]2[nH:6][c:7]([C:14]34[CH2:15][CH2:16][C:17]([CH2:22][CH2:23][C:24](=[O:25])[OH:26])([CH2:18][CH2:19]3)[CH2:20][CH2:21]4)[n:8][c:9]2[n:10]1[CH2:11][CH2:12][CH3:13]. Starting materials: CCCn1c(=O)c2[nH]c(C34CCC(C=CC(=O)O)(CC3)CC4)nc2n(CCC)c1=O, C1CCOC1, O. The product is CCCn1c(=O)c2[nH]c(C34CCC(CCC(=O)O)(CC3)CC4)nc2n(CCC)c1=O. The reactants are [Si](C)(C)(C(C)(C)C)O[C@@H](CN[C@@H](CC=1C=C(C=CC1)CC(=O)NCC1=C(C=CC=C1OC)OC)C)C1=CC(=C(C=C1)O)CO (2-(3-{(2R)-2-[(2R)-2-{[tert-butyl(dimethyl)silyl]oxy}-2-(4-hydroxy-3-hydroxymethyl-phenyl)-ethylamino]-propyl}-phenyl)-N-(2,6-dimethoxybenzyl)-acetamide), C(C)(=O)O (acetic acid), [F-].[NH4+] (ammonium fluoride). Run in CO (methanol). Run at temperature 40 celsius. Product: N (ammonia), COC1=C(CNC(CC2=CC(=CC=C2)C[C@@H](C)NC[C@@H](C2=CC(=C(C=C2)O)CO)O)=O)C(=CC=C1)OC (N-(2,6-Dimethoxybenzyl)-2-(3-{(2R)-2-[(2R)-2-hydroxy-2-(4-hydroxy-3-hydroxymethyl-phenyl)-ethylamino]-propyl}-phenyl)-acetamide). RXN SMILES: [Si]([O:8][C@H:9]([C:36]1[CH:41]=[CH:40][C:39]([OH:42])=[C:38]([CH2:43][OH:44])[CH:37]=1)[CH2:10][NH:11][C@H:12]([CH3:35])[CH2:13][C:14]1[CH:15]=[C:16]([CH2:20][C:21]([NH:23][CH2:24][C:25]2[C:30]([O:31][CH3:32])=[CH:29][CH:28]=[CH:27][C:26]=2[O:33][CH3:34])=[O:22])[CH:17]=[CH:18][CH:19]=1)(C(C)(C)C)(C)C.C(O)(=O)C.[F-].[NH4+]>CO>[NH3:11].[CH3:34][O:33][C:26]1[CH:27]=[CH:28][CH:29]=[C:30]([O:31][CH3:32])[C:25]=1[CH2:24][NH:23][C:21](=[O:22])[CH2:20][C:16]1[CH:17]=[CH:18][CH:19]=[C:14]([CH2:13][C@H:12]([NH:11][CH2:10][C@H:9]([OH:8])[C:36]2[CH:41]=[CH:40][C:39]([OH:42])=[C:38]([CH2:43][OH:44])[CH:37]=2)[CH3:35])[CH:15]=1 |f:2.3|. Procedure details: A solution of 2-(3-{(2R)-2-[(2R)-2-{[tert-butyl(dimethyl)silyl]oxy}-2-(4-hydroxy-3-hydroxymethyl-phenyl)-ethylamino]-propyl}-phenyl)-N-(2,6-dimethoxybenzyl)-acetamide (Preparation 1) (125 mg, 0.20 mmol) in methanol (6 ml) was treated with acetic acid (6 ml) and ammonium fluoride (74 mg, 2.0 mmol) and the reaction heated to 40° C. for 16 hours. The solvent was removed in vacuo and the residue purified by flash column chromatography on silica gel eluting with dichloromethane:methanol:880 ammonia (... Starting materials: [Br-].C(C)(C)(C)OC(=O)N(C)CC(=O)OC1=C(C=C(C[N+]=2C=NN(C2)C[C@]([C@@H](C)C=2SC=C(N2)C2=CC=C(C=C2)C#N)(O)C2=C(C=CC(=C2)F)F)C=C1C)C (4-{4-[(tert-Butoxycarbonyl-methyl-amino)-acetoxy]-3,5-dimethyl-benzyl}-1-[(2R,3R)-3-[4-(4-cyano-phenyl)-thiazol-2-yl]-2-(2,5difluoro-phenyl)-2-hydroxy-butyl]-1H-[1,2,4]triazol-4-ium bromide), C(C)OC(C)=O.Cl (HCl ethylacetate). Run in C(C)OC(C)=O (ethylacetate). Reaction conditions: time 4 hour. Yields the product [Br-].C(#N)C1=CC=C(C=C1)C=1N=C(SC1)[C@@H]([C@@](CN1N=C[N+](=C1)CC1=CC(=C(C(=C1)C)OC(CNC)=O)C)(O)C1=C(C=CC(=C1)F)F)C (1-{(2R,3R) -3-[4-(4-cyano-phenyl)-thiazol-2-yl]-2-(2,5-difluoro-phenyl)-2-hydroxy-butyl}-4-(3,5-dimethyl-4-methylaminoacetoxy-benzyl)-1H-[1,2,4]triazol-4-ium bromide). Isolated yield 77.5%. Reaction SMILES: [Br-:1].C(O[C:7]([N:9]([CH2:11][C:12]([O:14][C:15]1[C:52]([CH3:53])=[CH:51][C:18]([CH2:19][N+:20]2[CH:21]=[N:22][N:23]([CH2:25][C@@:26]([C:43]3[CH:48]=[C:47]([F:49])[CH:46]=[CH:45][C:44]=3[F:50])([OH:42])[C@H:27]([C:29]3[S:30][CH:31]=[C:32]([C:34]4[CH:39]=[CH:38][C:37]([C:40]#[N:41])=[CH:36][CH:35]=4)[N:33]=3)[CH3:28])[CH:24]=2)=[CH:17][C:16]=1[CH3:54])=[O:13])C)=O)(C)(C)C.C(OC(=O)C)C.Cl>C(OC(=O)C)C>[Br-:1].[C:40]([C:37]1[CH:36]=[CH:35][C:34]([C:32]2[N:33]=[C:29]([C@H:27]([CH3:28])[C@:26]([C:43]3[CH:48]=[C:47]([F:49])[CH:46]=[CH:45][C:44]=3[F:50])([OH:42])[CH2:25][N:23]3[CH:24]=[N+:20]([CH2:19][C:18]4[CH:17]=[C:16]([CH3:54])[C:15]([O:14][C:12](=[O:13])[CH2:11][NH:9][CH3:7])=[C:52]([CH3:53])[CH:51]=4)[CH:21]=[N:22]3)[S:30][CH:31]=2)=[CH:39][CH:38]=1)#[N:41] |f:0.1,2.3,5.6|. Reported procedure: To a solution of 36 mg of 4-{4-[(tert-Butoxycarbonyl-methyl-amino)-acetoxy]-3,5-dimethyl-benzyl}-1-[(2R,3R)-3-[4-(4-cyano-phenyl)-thiazol-2-yl]-2-(2,5difluoro-phenyl)-2-hydroxy-butyl]-1H-[1,2,4]triazol-4-ium bromide in ethylacetate(2 ml) was added dropwise 4N HCl ethylacetate solution(1 mL) and the mixture was stirred at r.t. for 4 hrs. The precipitate was filtered and washed with diethylether to give 1-{(2R,3R) -3-[4-(4-cyano-phenyl)-thiazol-2-yl]-2-(2,5-difluoro-phenyl)-2-hydroxy-butyl}-4-(3,5... Reactants: BrC=1C=C(C=C(C(=O)OC)C1)C(=O)OC (dimethyl 5-bromoisophthalate), C([O-])([O-])=O.[Na+].[Na+] (sodium carbonate), ClC=1C=C(C=CC1)B(O)O (3-chlorophenyl boronic acid). The reagents and catalysts are C=1C=CC(=CC1)[P](C=2C=CC=CC2)(C=3C=CC=CC3)[Pd]([P](C=4C=CC=CC4)(C=5C=CC=CC5)C=6C=CC=CC6)([P](C=7C=CC=CC7)(C=8C=CC=CC8)C=9C=CC=CC9)[P](C=1C=CC=CC1)(C=1C=CC=CC1)C=1C=CC=CC1 (Pd(PPh3)4). The solvent is CCOCC (ether), O1CCOCC1 (1,4-dioxane). Run at temperature 90 celsius. Product: ClC=1C=C(C=CC1)C1=CC(=CC(=C1)C(=O)OC)C(=O)OC (dimethyl 3′-chlorobiphenyl-3,5-dicarboxylate). RXN SMILES: Br[C:2]1[CH:3]=[C:4]([C:12]([O:14][CH3:15])=[O:13])[CH:5]=[C:6]([CH:11]=1)[C:7]([O:9][CH3:10])=[O:8].C(=O)([O-])[O-].[Na+].[Na+].[Cl:22][C:23]1[CH:24]=[C:25](B(O)O)[CH:26]=[CH:27][CH:28]=1>O1CCOCC1.CCOCC.C1C=CC([P]([Pd]([P](C2C=CC=CC=2)(C2C=CC=CC=2)C2C=CC=CC=2)([P](C2C=CC=CC=2)(C2C=CC=CC=2)C2C=CC=CC=2)[P](C2C=CC=CC=2)(C2C=CC=CC=2)C2C=CC=CC=2)(C2C=CC=CC=2)C2C=CC=CC=2)=CC=1>[Cl:22][C:23]1[CH:28]=[C:27]([C:2]2[CH:3]=[C:4]([C:12]([O:14][CH3:15])=[O:13])[CH:5]=[C:6]([C:7]([O:9][CH3:10])=[O:8])[CH:11]=2)[CH:26]=[CH:25][CH:24]=1 |f:1.2.3,^1:46,48,67,86|. Procedure details: To dimethyl 5-bromoisophthalate (880 mg, 3.22 mmol) (commercial source: Matrix scientific) in 1,4-dioxane (15 ml), 3-chlorophenyl boronic acid) (756 mg, 4.83 mmol), sodium carbonate (2M aqueous solution) (1.38 gms in 6.5 ml water) and Pd(PPh3)4 (370 mg, 0.32 mmol) was added and heated at 90° C. for 5 h. Then reaction mixture was diluted with ether, washed with water, brine and dried. Volatiles were removed under vacuum and the crude residue was column chromatographed (10% ethylacetate/90% hexane...